From a dataset of the Open Reaction Database (ORD), a public repository of structured organic reaction records. describe an organic reaction: reactants, conditions, products, and yield The reactants are C(=O)(OC(C)(C)C)N[C@@H](CC1=CC=CC=C1)[C@@H]1CCC(O1)=O (5(S)-[1(S)-(Boc-amino)-2-phenylethyl]-dihydrofuran-2-(3H)-one). The reagents and catalysts are Nishimura catalyst. Solvent: CO (methanol). Product: C(=O)(OC(C)(C)C)N[C@@H](CC1CCCCC1)[C@@H]1CCC(O1)=O (5(S)-[1(S)-(Boc-amino)-2-cyclohexylethyl]-dihydrofuran-2-(3H)-one). RXN SMILES: [C:1]([NH:8][C@H:9]([C@H:17]1[O:21][C:20](=[O:22])[CH2:19][CH2:18]1)[CH2:10][C:11]1[CH:16]=[CH:15][CH:14]=[CH:13][CH:12]=1)([O:3][C:4]([CH3:7])([CH3:6])[CH3:5])=[O:2]>CO>[C:1]([NH:8][C@H:9]([C@H:17]1[O:21][C:20](=[O:22])[CH2:19][CH2:18]1)[CH2:10][CH:11]1[CH2:12][CH2:13][CH2:14][CH2:15][CH2:16]1)([O:3][C:4]([CH3:6])([CH3:7])[CH3:5])=[O:2]. Procedure details: A solution of 5 g (16.37 mmol) of 5(S)-[1(S)-(Boc-amino)-2-phenylethyl]-dihydrofuran-2-(3H)-one in 50 ml of methanol is hydrogenated for 2 h at RT under normal pressure in the presence of 0.5 g of Nishimura catalyst. The catalyst is removed by filtration and the filtrate is then concentrated in a rotary evaporator and dried under a high vacuum. TLC Rf (D)=0.5; FAB-MS (M+H+)=312. The reactants are O (water), Cl.CC1(CNCCO1)C (2,2-Dimethylmorpholine hydrochloride), [OH-].[Na+] (sodium hydroxide), O1[C@H]2[C@@H]1C[C@@H]1CC[C@H]3[C@@H]4CC[C@@H]([C@@]4(C)CC[C@@H]3[C@]1(C2)C)C#N ((2α,3α,5α,17β)-2,3-epoxyandrostane-17-carbonitrile). The solvent is C(CO)O (1,2-ethanediol). Run at temperature 135 celsius. Product: O[C@H]1C[C@@H]2CC[C@H]3[C@@H]4CC[C@@H]([C@@]4(C)CC[C@@H]3[C@]2(C[C@@H]1N1CC(OCC1)(C)C)C)C#N ((2β,3α,5α,17β)-3-hydroxy-2-(2,2-dimethyl-4-morpholinyl)androstane-17-carbonitrile). Isolated yield 54.3%. RXN SMILES: Cl.[CH3:2][C:3]1([CH3:9])[O:8][CH2:7][CH2:6][NH:5][CH2:4]1.[OH-].[Na+].[O:12]1[C@H:14]2[CH2:15][C@H:16]3[C@:29]([CH3:31])([CH2:30][C@@H:13]12)[C@@H:28]1[C@H:19]([C@H:20]2[C@@:24]([CH2:26][CH2:27]1)([CH3:25])[C@@H:23]([C:32]#[N:33])[CH2:22][CH2:21]2)[CH2:18][CH2:17]3.O>C(O)CO>[OH:12][C@@H:14]1[C@@H:13]([N:5]2[CH2:6][CH2:7][O:8][C:3]([CH3:9])([CH3:2])[CH2:4]2)[CH2:30][C@@:29]2([CH3:31])[C@@H:16]([CH2:17][CH2:18][C@@H:19]3[C@@H:28]2[CH2:27][CH2:26][C@@:24]2([CH3:25])[C@H:20]3[CH2:21][CH2:22][C@@H:23]2[C:32]#[N:33])[CH2:15]1 |f:0.1,2.3|. Procedure details: 2,2-Dimethylmorpholine hydrochloride (2.43 g) and sodium hydroxide (640 mg) were added to a mixture of (2α,3α,5α,17β)-2,3-epoxyandrostane-17-carbonitrile (1.2 g) (prepared as described in British patent 1,434,919) in 1,2-ethanediol (12 ml) and the mixture was heated at 135° C. in an atmosphere of nitrogen for 24 h. The reaction mixture was poured into water (100 ml) and the precipitated solid was filtered off and then dissolved in dichloromethane. The solution was washed with water and dried ove...